Dataset: the Open Reaction Database (ORD), a public repository of structured organic reaction records. Task: describe an organic reaction: reactants, conditions, products, and yield Reactants: ClC1=C(C(=CC=C1Cl)O)O (3,4-dichloro-1,2-benzenediol), C([O-])([O-])=O.[K+].[K+] (potassium carbonate), BrC(C(=O)OCC)Br (ethyl dibromoacetate). Run in CN(C=O)C (dimethylformamide). Run at temperature 100 celsius, time 4 hour. Product: ClC1=C(C=CC=2OC(OC21)C(=O)OCC)Cl (ethyl 4,5-dichloro-1,3-benzodioxole-2-carboxylate). Yield: 66.5%. Reaction SMILES: [Cl:1][C:2]1[C:7]([Cl:8])=[CH:6][CH:5]=[C:4]([OH:9])[C:3]=1[OH:10].C(=O)([O-])[O-].[K+].[K+].Br[CH:18](Br)[C:19]([O:21][CH2:22][CH3:23])=[O:20]>CN(C)C=O>[Cl:1][C:2]1[C:3]2[O:10][CH:18]([C:19]([O:21][CH2:22][CH3:23])=[O:20])[O:9][C:4]=2[CH:5]=[CH:6][C:7]=1[Cl:8] |f:1.2.3|. Procedure: A mixture of 11.0 g of 3,4-dichloro-1,2-benzenediol, 15.38 g of potassium carbonate, 27 g of ethyl dibromoacetate and 100 ml of dimethylformamide is stirred at 100° C. under argon gas atmosphere for 4 hours. The reaction mixture is evaporated to remove solvent and ethyl acetate and water is added to the residue. The organic layer is separated, washed with water, dried and evaporated to remove solvent. The residue is purified by silica gel column chromatography to give 10.75 g of ethyl 4,5-dichlo... The reactants are C(C)(=O)O (acetic acid), [C-]#N.[K+] (potassium cyanide), C(C1=CC=CC=C1)C=1C=C(C=O)C=CC1F (3-benzyl-4-fluorobenzaldehyde), [C-]#N.[K+] (potassium cyanide). Solvent: O (water), acid, O (water), O (water). Reaction conditions: temperature 0 celsius, time 30 minute. Product: C(C1=CC=CC=C1)C=1C=C(C=O)C=CC1F (3-benzyl-4-fluorobenzaldehyde), C(#N)C(C1=CC(=C(C=C1)F)CC1=CC=CC=C1)O (α-cyano-3-benzyl-4-fluorobenzyl alcohol). As a reaction SMILES: [C-:1]#[N:2].[K+].[CH2:4]([C:11]1[CH:12]=[C:13]([CH:16]=[CH:17][C:18]=1[F:19])[CH:14]=[O:15])[C:5]1[CH:10]=[CH:9][CH:8]=[CH:7][CH:6]=1.C(O)(=O)C>O>[CH2:4]([C:11]1[CH:12]=[C:13]([CH:16]=[CH:17][C:18]=1[F:19])[CH:14]=[O:15])[C:5]1[CH:6]=[CH:7][CH:8]=[CH:9][CH:10]=1.[C:1]([CH:14]([OH:15])[C:13]1[CH:16]=[CH:17][C:18]([F:19])=[C:11]([CH2:4][C:5]2[CH:6]=[CH:7][CH:8]=[CH:9][CH:10]=2)[CH:12]=1)#[N:2] |f:0.1|. Reported procedure: A solution of potassium cyanide (0.26 g) in water (2 cm3) was added portionwise to a suspension of 3-benzyl-4-fluorobenzaldehyde (0.5 g) in glacial acid (10 cm3) whilst the temperature was maintained at 0° C. After 30 minutes, the reaction mixture was allowed to warm to the ambient temperature (ca. 25° C.), and allowed to stand for a period of 16 hours. A further portion of glacial acetic acid (5 cm3) was added and stirring continued for 8 hours at the ambient temperature. After standing for six... Starting materials: CCO (EtOH), CC1(CCCCC1)C1=C(C=CC(=C1)Br)O (2-(1-methylcyclohexyl)-4-bromophenol), C(=O)([O-])[O-].[K+].[K+] (K2CO3), COS(=O)(=O)OC (dimethylsulfate). Run in CCOCC (ether), O (water), CC(=O)C (acetone). Conditions: time 1 hour. The product is CC1(CCCCC1)C1=C(C=CC(=C1)Br)OC (2-(1-methylcyclohexyl)-4-bromoanisole). Yield: 43.8%. As a reaction SMILES: [CH3:1][C:2]1([C:8]2[CH:13]=[C:12]([Br:14])[CH:11]=[CH:10][C:9]=2[OH:15])[CH2:7][CH2:6][CH2:5][CH2:4][CH2:3]1.[C:16]([O-])([O-])=O.[K+].[K+].COS(OC)(=O)=O.CCO>CC(C)=O.CCOCC.O>[CH3:1][C:2]1([C:8]2[CH:13]=[C:12]([Br:14])[CH:11]=[CH:10][C:9]=2[O:15][CH3:16])[CH2:3][CH2:4][CH2:5][CH2:6][CH2:7]1 |f:1.2.3|. Procedure: To a suspension of 2-(1-methylcyclohexyl)-4-bromophenol (29.68 g, 0.110 mol) and K2CO3 (30.48 g, 0.221 mol) in 200 mL of anhydrous acetone was added a neat solution of dimethylsulfate (13.91 g, 0.110 mol) dropwise through a syringe over 5 minute at RT under argon. The resulting thick suspension was stirred over night at RT and 100 mL of EtOH was added. After 1 hour, the mixture was diluted with ether and water. The aqueous layer was extracted with EtOAc. The combined organic layers were washed w... RXN SMILES: C(NC(C)C)(C)C.C([Li])CCC.[C:13]1([CH2:19][CH:20]([CH3:26])[C:21]([O:23][CH2:24][CH3:25])=[O:22])[CH:18]=[CH:17][CH:16]=[CH:15][CH:14]=1.[CH3:27][Si:28]([CH:31](Br)[C:32]#[CH:33])([CH3:30])[CH3:29]>O1CCCC1>[CH2:19]([C:20]([CH3:26])([CH2:33][C:32]#[C:31][Si:28]([CH3:30])([CH3:29])[CH3:27])[C:21]([O:23][CH2:24][CH3:25])=[O:22])[C:13]1[CH:18]=[CH:17][CH:16]=[CH:15][CH:14]=1. The reactants are C(C)(C)NC(C)C (diisopropylamine), C(CCC)[Li] (n-butyllithium), C1(=CC=CC=C1)CC(C(=O)OCC)C (ethyl 3-phenyl-2-methylpropionate), C[Si](C)(C)C(C#C)Br (trimethylsilylpropargyl bromide). Reaction conditions: temperature 0 celsius, time 30 minute. Reported procedure: To a solution of 2.2 ml (1.58 gm) of diisopropylamine in 20 ml of dry tetrahydrofuran, was added dropwise a solution of n-butyllithium (9.7 ml, 1.6M) at 0° C. The solution was stirred at 0° C. for 30 min, then cooled to -78° C. A solution of 2.5 gm of ethyl 3-phenyl-2-methylpropionate in 10 ml of dry tetrahydrofuran was added. After 30 min., 3 gm of trimethylsilylpropargyl bromide in 10 ml dry tetrahydrofuran was added. The mixture was warmed up to 0° C. slowly and maintained at 0° C. for 1.75 h... Run in O1CCCC1 (tetrahydrofuran), O1CCCC1 (tetrahydrofuran), O1CCCC1 (tetrahydrofuran). The product is C(C1=CC=CC=C1)C(C(=O)OCC)(CC#C[Si](C)(C)C)C (Ethyl 2-Benzyl-2-methyl-5-trimethylsilylpent-4-ynoate). Reactants: IC1=C(C=C(C=C1)[N+](=O)[O-])O (2-iodo-5-nitrophenol), C(C1=CC=CC=C1)Br (benzyl bromide). Product: C(C1=CC=CC=C1)OC1=C(C=CC(=C1)[N+](=O)[O-])I (2-(benzyloxy)-1-iodo-4-nitrobenzene). Isolated yield 90.4%. Reaction SMILES: [I:1][C:2]1[CH:7]=[CH:6][C:5]([N+:8]([O-:10])=[O:9])=[CH:4][C:3]=1[OH:11].[CH2:12](Br)[C:13]1[CH:18]=[CH:17][CH:16]=[CH:15][CH:14]=1>>[CH2:12]([O:11][C:3]1[CH:4]=[C:5]([N+:8]([O-:10])=[O:9])[CH:6]=[CH:7][C:2]=1[I:1])[C:13]1[CH:18]=[CH:17][CH:16]=[CH:15][CH:14]=1. Procedure: According to the method described in example 4.1., starting from 20.8 g (78.5 mmol) of 2-iodo-5-nitrophenol and 9.3 mL (78.5 mmol) of benzyl bromide, we obtain 25.2 g of 2-(benzyloxy)-1-iodo-4-nitrobenzene in the form of oil.